From a dataset of the Open Reaction Database (ORD), a public repository of structured organic reaction records. describe an organic reaction: reactants, conditions, products, and yield The reactants are BrC=1C=CC2=C(C(C3(CCCCCC3)O2)(O)CCCN(C)C)C1 (5-bromo-3-(3-dimethylaminopropyl)-3-hydroxy-spiro[benzofuran-2(3H),1'-cycloheptane]), Cl (hydrochloric acid). Run in C(C)O (ethanol). The product is Cl.BrC=1C=CC2=C(C(C3(CCCCCC3)O2)C=CCN(C)C)C1 (5-Bromo-3-(3-dimethylaminopropenyl)-spiro[benzofuran-2(3H),1'-cycloheptane] hydrochloride). Reaction SMILES: [Br:1][C:2]1[CH:3]=[CH:4][C:5]2[O:15][C:8]3([CH2:14][CH2:13][CH2:12][CH2:11][CH2:10][CH2:9]3)[C:7]([CH2:17][CH2:18][CH2:19][N:20]([CH3:22])[CH3:21])(O)[C:6]=2[CH:23]=1.[ClH:24]>C(O)C>[ClH:24].[Br:1][C:2]1[CH:3]=[CH:4][C:5]2[O:15][C:8]3([CH2:14][CH2:13][CH2:12][CH2:11][CH2:10][CH2:9]3)[CH:7]([CH:17]=[CH:18][CH2:19][N:20]([CH3:21])[CH3:22])[C:6]=2[CH:23]=1 |f:3.4|. Procedure details: A solution of 2.58 g of 5-bromo-3-(3-dimethylaminopropyl)-3-hydroxy-spiro[benzofuran-2(3H),1'-cycloheptane] in 60 ml of absolute ethanol containing 5 ml of concentrated hydrochloric acid was refluxed under nitrogen for 1 hour, at which point TLC showed no starting material. The mixture was concentrated in vacuo to a solid. This material was triturated with ether, filtered and dried to afford 2.45 g of a solid, m.p. 207.5°-212° C. This material was combined with another batch of crude salt previo...